This data is from the Open Reaction Database (ORD), a public repository of structured organic reaction records. The task is: describe an organic reaction: reactants, conditions, products, and yield Starting materials: ClC1=C(C(=CC=C1)Cl)C=1N(N=C2C1N=C(N=C2Cl)C)C (3-(2,6-dichlorophenyl)-7-chloro-2,5-dimethylpyrazolo[4,3-d]pyrimidine), C(CN)N (ethylene diamine). The solvent is C(C)#N (acetonitrile). The product is NCCNC1=NC(=NC=2C1=NN(C2C2=C(C=CC=C2Cl)Cl)C)C ((2-Aminoethyl)[3-(2,6-dichlorophenyl)-2,5-dimethylpyrazolo[3,4-e]pyrimidin-7-yl]amine). RXN SMILES: [Cl:1][C:2]1[CH:7]=[CH:6][CH:5]=[C:4]([Cl:8])[C:3]=1[C:9]1[N:10]([CH3:20])[N:11]=[C:12]2[C:17](Cl)=[N:16][C:15]([CH3:19])=[N:14][C:13]=12.[CH2:21]([NH2:24])[CH2:22][NH2:23]>C(#N)C>[NH2:23][CH2:22][CH2:21][NH:24][C:17]1[C:12]2=[N:11][N:10]([CH3:20])[C:9]([C:3]3[C:2]([Cl:1])=[CH:7][CH:6]=[CH:5][C:4]=3[Cl:8])=[C:13]2[N:14]=[C:15]([CH3:19])[N:16]=1. Procedure details: To a stirred solution of 3-(2,6-dichlorophenyl)-7-chloro-2,5-dimethylpyrazolo[4,3-d]pyrimidine (652 mg, 2.0 mmol) in acetonitrile (50 mL) at 50° C., add ethylene diamine (2.4 g, 40 mmol) in one portion. Maintain the reaction at 50° C. for 2 h, cool to ambient temperature and remove the volatiles by evaporation. Partition the residue between CH2Cl2 (50 mL) and 1N NaOH (50 mL) and extract the aqueous layer with CH2Cl2 (2×30 mL). Wash the combined organic extracts with water (30 mL), brine (30 mL),... Starting materials: CC(=O)SCC1CCCCCCC(CC(=O)OC(C)(C)C)C(=O)N1, Cl, [Na+], [OH-]. The product is CC(C)(C)OC(=O)CC1CCCCCCC(CS)NC1=O. Reaction SMILES: [C:1](=[O:2])([CH3:3])[S:4][CH2:5][CH:6]1[CH2:7][CH2:8][CH2:9][CH2:10][CH2:11][CH2:12][CH:13]([CH2:17][C:18](=[O:19])[O:20][C:21]([CH3:22])([CH3:23])[CH3:24])[C:14](=[O:16])[NH:15]1.[ClH:27].[Na+:26].[OH-:25]>>[SH:4][CH2:5][CH:6]1[CH2:7][CH2:8][CH2:9][CH2:10][CH2:11][CH2:12][CH:13]([CH2:17][C:18](=[O:19])[O:20][C:21]([CH3:22])([CH3:23])[CH3:24])[C:14](=[O:16])[NH:15]1. As a reaction SMILES: [Br:34][CH2:35][c:36]1[n:37][cH:38][cH:39][cH:40][cH:41]1.[BrH:33].[Cl:1][c:2]1[cH:3][c:4]([NH:8][c:9]2[n:10][c:11]3[n:12]([c:13]([NH:15][CH:16]4[CH2:17][CH2:18][NH:19][CH2:20][CH2:21]4)[cH:14]2)[n:22][cH:23][c:24]3[CH:25]=[C:26]2[C:27](=[O:32])[NH:28][C:29](=[O:31])[NH:30]2)[cH:5][cH:6][cH:7]1.[O:42]=[CH:43][N:44]([CH3:45])[CH3:46]>>[Cl:1][c:2]1[cH:3][c:4]([NH:8][c:9]2[n:10][c:11]3[n:12]([c:13]([NH:15][CH:16]4[CH2:17][CH2:18][N:19]([CH2:35][c:36]5[n:37][cH:38][cH:39][cH:40][cH:41]5)[CH2:20][CH2:21]4)[cH:14]2)[n:22][cH:23][c:24]3[CH:25]=[C:26]2[C:27](=[O:32])[NH:28][C:29](=[O:31])[NH:30]2)[cH:5][cH:6][cH:7]1. Starting materials: BrCc1ccccn1, Br, O=C1NC(=O)C(=Cc2cnn3c(NC4CCNCC4)cc(Nc4cccc(Cl)c4)nc23)N1, CN(C)C=O. Yields the product O=C1NC(=O)C(=Cc2cnn3c(NC4CCN(Cc5ccccn5)CC4)cc(Nc4cccc(Cl)c4)nc23)N1. Starting materials: ClC1=NC=C(C(=N1)Cl)[N+](=O)[O-] (2,4-dichloro-5-nitro-pyrimidine), C([O-])(O)=O.[Na+] (sodium bicarbonate), COC(C(CNC1CCCC1)C)=O ((rac)-3-cyclopentylamino-2-methyl-propanoic acid methyl ester). Solvent: C(C)(=O)OCC (ethyl acetate), C(C)(=O)OCC (ethyl acetate). Product: COC(C(CN(C1CCCC1)C1=NC(=NC=C1[N+](=O)[O-])Cl)C)=O ((rac)-3-[(2-chloro-5-nitro-pyrimidin-4-yl)-cyclopentyl-amino]-2-methyl-propanoic acid methyl ester). The yield is 101.3%. RXN SMILES: [CH3:1][O:2][C:3](=[O:13])[CH:4]([CH3:12])[CH2:5][NH:6][CH:7]1[CH2:11][CH2:10][CH2:9][CH2:8]1.[Cl:14][C:15]1[N:20]=[C:19](Cl)[C:18]([N+:22]([O-:24])=[O:23])=[CH:17][N:16]=1.C(=O)(O)[O-].[Na+]>C(OCC)(=O)C>[CH3:1][O:2][C:3](=[O:13])[CH:4]([CH3:12])[CH2:5][N:6]([C:17]1[C:18]([N+:22]([O-:24])=[O:23])=[CH:19][N:20]=[C:15]([Cl:14])[N:16]=1)[CH:7]1[CH2:8][CH2:9][CH2:10][CH2:11]1 |f:2.3|. Procedure: Under an argon atmosphere, a solution of 26.86 g (0.145 mole) of (rac)-3-cyclopentylamino-2-methyl-propanoic acid methyl ester in 25 mL of ethyl acetate was added over 5 minutes to a cooled (5 degrees) and stirring mixture of 28.13 g (0.145 mole) of 2,4-dichloro-5-nitro-pyrimidine, 48.72 g (0.58 mole) of sodium bicarbonate and 300 mL of ethyl acetate. The cooling bath was removed and the mixture stirred for 17 hours at room temperature. Activated charcoal was added and after stirring briefly, th... The reactants are ice water, O1C(=O)C=CC2=CC=CC=C12 (coumarin), [OH-].[K+] (potassium hydroxide), C(C=C)Br (Allyl bromide). Run in CS(=O)C (dimethyl sulfoxide). Conditions: time 30 minute. Yields the product C(C=C)OC1=C(\C=C/C(=O)O)C=CC=C1 (2-allyloxy-Z-cinnamic acid). Isolated yield 59.0%. RXN SMILES: [O:1]1[C:11]2[C:6](=[CH:7][CH:8]=[CH:9][CH:10]=2)[CH:5]=[CH:4][C:2]1=[O:3].[OH-:12].[K+].[CH2:14](Br)[CH:15]=[CH2:16]>CS(C)=O>[CH2:14]([O:1][C:11]1[CH:10]=[CH:9][CH:8]=[CH:7][C:6]=1/[CH:5]=[CH:4]\[C:2]([OH:3])=[O:12])[CH:15]=[CH2:16] |f:1.2|. Procedure details: A slurry of coumarin (14.6 g, 0.10 mol) and potassium hydroxide (83 g, 1.48 mol) in 300 mL dimethyl sulfoxide was stirred at ambient temperature for 4 hours. Allyl bromide (8.66 mL, 0.10 mol) was added over 5 minutes and the reaction stirred at ambient temperature for 30 minutes. The mixture was poured into ice water, the solution filtered and then acidified (pH<3.0) with hydrochloric acid. The solid was filtered, air dried, then recrystallized from methlcyclohexane to yield cream needles (12.04...